This data is from the Open Reaction Database (ORD), a public repository of structured organic reaction records. The task is: describe an organic reaction: reactants, conditions, products, and yield Reactants: C(CCC)N1S(C(=C(C1=O)Cl)C1=CC=CC=C1)(=O)=O (2-butyl-4-chloro-5-phenylisothiazol-3(2H)-one 1,1-dioxide), C(C)OC1=C(N)C=C(C(=C1)N1CCOCC1)OCC (2,5-diethoxy-4-morpholin-4-ylaniline), H+. Product: C(CCC)N1S(C(=C(C1=O)NC1=C(C=C(C(=C1)OCC)N1CCOCC1)OCC)C1=CC=CC=C1)(=O)=O (2-Butyl-4-[(2,5-diethoxy-4-morpholin-4-ylphenyl)amino]-5-phenylisothiazol-3(2H)-one 1,1-dioxide). RXN SMILES: [CH2:1]([N:5]1[C:9](=[O:10])[C:8](Cl)=[C:7]([C:12]2[CH:17]=[CH:16][CH:15]=[CH:14][CH:13]=2)[S:6]1(=[O:19])=[O:18])[CH2:2][CH2:3][CH3:4].[CH2:20]([O:22][C:23]1[CH:29]=[C:28]([N:30]2[CH2:35][CH2:34][O:33][CH2:32][CH2:31]2)[C:27]([O:36][CH2:37][CH3:38])=[CH:26][C:24]=1[NH2:25])[CH3:21]>>[CH2:1]([N:5]1[C:9](=[O:10])[C:8]([NH:25][C:24]2[CH:26]=[C:27]([O:36][CH2:37][CH3:38])[C:28]([N:30]3[CH2:35][CH2:34][O:33][CH2:32][CH2:31]3)=[CH:29][C:23]=2[O:22][CH2:20][CH3:21])=[C:7]([C:12]2[CH:17]=[CH:16][CH:15]=[CH:14][CH:13]=2)[S:6]1(=[O:19])=[O:18])[CH2:2][CH2:3][CH3:4]. Procedure: The title compound was prepared from 2-butyl-4-chloro-5-phenylisothiazol-3(2H)-one 1,1-dioxide and 2,5-diethoxy-4-morpholin-4-ylaniline in a similar manner as described for e.g. Examples 6-9, 22-25, 28 and 32-35. 1H NMR (400 MHz, CD3CN): δ 7.46 (bs, 1H), 7.27-7.22 (m, 1H), 7.18-7.09 (m, 4H), 6.25 (d, 2H), 3.86-3.80 (m, 2H), 3.76-3.70 (m, 6H), 3.53-3.47 (m, 2H), 2.91-2.87 (m, 4H), 1.85-1.77 (m, 2H), 1.52-1.42 (m, 2H), 1.36 (t, 3H), 1.22 (t, 3H), 0.99 (t, 3H); Mass Spectrum: M+H+ 530. Starting materials: C1CCNCC1, CC(=O)O, Cl, [Na+], O=C([O-])O, O=Cc1ccccn1, O=C1CCCc2cc(OCCn3ccnc3)ccc21. Yields the product O=C1C(=Cc2ccccn2)CCc2cc(OCCn3ccnc3)ccc21. As a reaction SMILES: [CH2:34]1[CH2:35][CH2:36][NH:37][CH2:38][CH2:39]1.[CH3:40][C:41](=[O:42])[OH:43].[ClH:28].[Na+:33].[O-:29][C:30]([OH:31])=[O:32].[n:1]1[c:2]([CH:7]=[O:8])[cH:3][cH:4][cH:5][cH:6]1.[n:9]1([CH2:14][CH2:15][O:16][c:17]2[cH:18][c:19]3[c:24]([cH:25][cH:26]2)[C:23](=[O:27])[CH2:22][CH2:21][CH2:20]3)[cH:10][n:11][cH:12][cH:13]1>>[n:1]1[c:2]([CH:7]=[C:22]2[CH2:21][CH2:20][c:19]3[cH:18][c:17]([O:16][CH2:15][CH2:14][n:9]4[cH:10][n:11][cH:12][cH:13]4)[cH:26][cH:25][c:24]3[C:23]2=[O:27])[cH:3][cH:4][cH:5][cH:6]1. Reactants: NC1=CC=C(C(=O)N2CC=3N(CC4=C2C=CC=C4)C=CC3)C=C1 (10,11-dihydro-10-(4-aminobenzoyl)-5H-pyrrolo[2,1-c][1,4]benzodiazepine), ClC1=C(C(=O)Cl)C=C(C=C1Cl)Cl (2,3,5-trichlorobenzoyl chloride). Product: C=1C=CN2C1CN(C1=C(C2)C=CC=C1)C(=O)C1=CC=C(C=C1)NC(C1=C(C(=CC(=C1)Cl)Cl)Cl)=O (N-[4-(5H-Pyrrolo[2,1-c][1,4]benzodiazepin-10(11H)-ylcarbonyl)phenyl]-2,3,5-trichlorobenzamide). Yield: 81.5%. RXN SMILES: [NH2:1][C:2]1[CH:23]=[CH:22][C:5]([C:6]([N:8]2[C:14]3[CH:15]=[CH:16][CH:17]=[CH:18][C:13]=3[CH2:12][N:11]3[CH:19]=[CH:20][CH:21]=[C:10]3[CH2:9]2)=[O:7])=[CH:4][CH:3]=1.[Cl:24][C:25]1[C:33]([Cl:34])=[CH:32][C:31]([Cl:35])=[CH:30][C:26]=1[C:27](Cl)=[O:28]>>[CH:21]1[CH:20]=[CH:19][N:11]2[CH2:12][C:13]3[CH:18]=[CH:17][CH:16]=[CH:15][C:14]=3[N:8]([C:6]([C:5]3[CH:22]=[CH:23][C:2]([NH:1][C:27](=[O:28])[C:26]4[CH:30]=[C:31]([Cl:35])[CH:32]=[C:33]([Cl:34])[C:25]=4[Cl:24])=[CH:3][CH:4]=3)=[O:7])[CH2:9][C:10]=12. Reported procedure: As described for Example 8, 0.50 g of 10,11-dihydro-10-(4-aminobenzoyl)-5H-pyrrolo[2,1-c][1,4]benzodiazepine is reacted with 0.483 g of 2,3,5-trichlorobenzoyl chloride to give a glass which is crystallized from ethyl acetate to give 0.686 g of crystals, m.p. 231°-234° C. The reactants are COCOC1=C(C=CC(=C1)OCOC)C1CC(CCC1)=O ((±)-3-[2,4-Bis(methoxymethoxy)phenyl]cyclohexanone), N1CCNCC1 (piperazine), N1CCNCC1 (piperazine), C(C)(=O)O[BH-](OC(C)=O)OC(C)=O.C[N+](C)(C)C (tetramethylammonium triacetoxyborohydride), C(C)(=O)O[BH-](OC(C)=O)OC(C)=O.C[N+](C)(C)C (Tetramethylammonium triacetoxyborohydride), C(C)(=O)O (acetic acid). Run in ClC(C)Cl (dichloroethane). Run at time 1 hour. The product is COCOC1=C(C=CC(=C1)OCOC)C1CC(CCC1)N1CCNCC1 ((±)-1-{3-[2,4-Bis(methoxymethoxy)phenyl]cyclohexyl}piperazine). As a reaction SMILES: [CH3:1][O:2][CH2:3][O:4][C:5]1[CH:10]=[C:9]([O:11][CH2:12][O:13][CH3:14])[CH:8]=[CH:7][C:6]=1[CH:15]1[CH2:20][CH2:19][CH2:18][C:17](=O)[CH2:16]1.[NH:22]1[CH2:27][CH2:26][NH:25][CH2:24][CH2:23]1.C(O[BH-](OC(=O)C)OC(=O)C)(=O)C.C[N+](C)(C)C.C(O)(=O)C>ClC(Cl)C>[CH3:1][O:2][CH2:3][O:4][C:5]1[CH:10]=[C:9]([O:11][CH2:12][O:13][CH3:14])[CH:8]=[CH:7][C:6]=1[CH:15]1[CH2:20][CH2:19][CH2:18][CH:17]([N:22]2[CH2:27][CH2:26][NH:25][CH2:24][CH2:23]2)[CH2:16]1 |f:2.3|. Procedure: (±)-3-[2,4-Bis(methoxymethoxy)phenyl]cyclohexanone (80 mg) and piperazine (24 mg) were dissolved in dichloroethane (5 ml) and stirred at ambient temperature for 1 hr under argon. Tetramethylammonium triacetoxyborohydride (79 mg) was added and stirring continued under argon. After 16 hr, additional portions of piperazine (24 mg) and tetramethylammonium triacetoxyborohydride (79 mg) were added and stirring continued. After a further 6 hr, glacial acetic acid was added dropwise until a solution was...